From a dataset of the Open Reaction Database (ORD), a public repository of structured organic reaction records. describe an organic reaction: reactants, conditions, products, and yield Product: CCOC(=O)c1cn(Cc2ccccc2)nc1OCc1ccc(OCc2nc(-c3ccco3)oc2C)c(-c2ccccc2)c1. As a reaction SMILES: [CH2:1]([c:2]1[cH:3][cH:4][cH:5][cH:6][cH:7]1)[n:8]1[n:9][c:10]([O:18][CH2:19][c:20]2[cH:21][c:22]([Br:39])[c:23]([O:26][CH2:27][c:28]3[n:29][c:30](-[c:34]4[o:35][cH:36][cH:37][cH:38]4)[o:31][c:32]3[CH3:33])[cH:24][cH:25]2)[c:11]([C:13](=[O:14])[O:15][CH2:16][CH3:17])[cH:12]1.[CH3:135][CH2:136][O:137][C:138](=[O:139])[CH3:140].[CH3:141][c:142]1[cH:143][cH:144][cH:145][cH:146][cH:147]1.[CH3:55][CH2:56][OH:57].[Na+:49].[Na+:50].[O-:51][C:52](=[O:53])[O-:54].[OH:40][B:41]([OH:42])[c:43]1[cH:44][cH:45][cH:46][cH:47][cH:48]1.[cH:58]1[cH:59][cH:60][c:61]([P:62]([Pd:63]([P:64]([c:65]2[cH:66][cH:67][cH:68][cH:69][cH:70]2)([c:71]2[cH:72][cH:73][cH:74][cH:75][cH:76]2)[c:77]2[cH:78][cH:79][cH:80][cH:81][cH:82]2)([P:83]([c:84]2[cH:85][cH:86][cH:87][cH:88][cH:89]2)([c:90]2[cH:91][cH:92][cH:93][cH:94][cH:95]2)[c:96]2[cH:97][cH:98][cH:99][cH:100][cH:101]2)[P:102]([c:103]2[cH:104][cH:105][cH:106][cH:107][cH:108]2)([c:109]2[cH:110][cH:111][cH:112][cH:113][cH:114]2)[c:115]2[cH:116][cH:117][cH:118][cH:119][cH:120]2)([c:121]2[cH:122][cH:123][cH:124][cH:125][cH:126]2)[c:127]2[cH:128][cH:129][cH:130][cH:131][cH:132]2)[cH:133][cH:134]1>>[CH2:1]([c:2]1[cH:3][cH:4][cH:5][cH:6][cH:7]1)[n:8]1[n:9][c:10]([O:18][CH2:19][c:20]2[cH:21][c:22](-[c:43]3[cH:44][cH:45][cH:46][cH:47][cH:48]3)[c:23]([O:26][CH2:27][c:28]3[n:29][c:30](-[c:34]4[o:35][cH:36][cH:37][cH:38]4)[o:31][c:32]3[CH3:33])[cH:24][cH:25]2)[c:11]([C:13](=[O:14])[O:15][CH2:16][CH3:17])[cH:12]1. Reactants: CCOC(=O)c1cn(Cc2ccccc2)nc1OCc1ccc(OCc2nc(-c3ccco3)oc2C)c(Br)c1, CCOC(C)=O, Cc1ccccc1, CCO, [Na+], [Na+], O=C([O-])[O-], OB(O)c1ccccc1, c1ccc(P(c2ccccc2)(c2ccccc2)[Pd](P(c2ccccc2)(c2ccccc2)c2ccccc2)(P(c2ccccc2)(c2ccccc2)c2ccccc2)P(c2ccccc2)(c2ccccc2)c2ccccc2)cc1. The reactants are O1C(=CC2=C1C=CC=C2)CCCN2CCC1(OCCO1)CC2 (8-[3-(Benzofuran-2-yl)propyl]-1, 4-dioxa-8-azaspiro[4.5]decane), S(O)(O)(=O)=O (sulphuric acid). The solvent is O1CCCC1 (tetrahydrofuran). Product: O1C(=CC2=C1C=CC=C2)CCCN2CCC(CC2)=O (1-[3-(Benzofuran-2-yl)propyl]-4-piperidinone). RXN SMILES: [O:1]1[C:5]2[CH:6]=[CH:7][CH:8]=[CH:9][C:4]=2[CH:3]=[C:2]1[CH2:10][CH2:11][CH2:12][N:13]1[CH2:22][CH2:21][C:16]2(OCC[O:17]2)[CH2:15][CH2:14]1.S(=O)(=O)(O)O>O1CCCC1>[O:1]1[C:5]2[CH:6]=[CH:7][CH:8]=[CH:9][C:4]=2[CH:3]=[C:2]1[CH2:10][CH2:11][CH2:12][N:13]1[CH2:14][CH2:15][C:16](=[O:17])[CH2:21][CH2:22]1. Procedure details: A solution of 6 g of the product of Step A, 60 ml of 10% sulphuric acid and 30 ml of tetrahydrofuran is heated at 50° C. for 12 hours, and then evaporated. The residue is taken up in ether, rendered basic with 20% sodium hydroxide solution, extracted with ethyl acetate, dried and evaporated, enabling the expected product to be isolated. The reactants are S1C(=CC=C1)C1=NNC=C1 (3-(2-thienyl)-1H-pyrazole), C(C)I (ethyl iodide), O (Water), [H-].[Na+] (Sodium hydride). Solvent: CN(C=O)C (N,N-dimethylformamide), CC(C)(C)OC (MTBE). Run at temperature 0 celsius, time 15 minute. Product: C(C)N1N=C(C=C1)C=1SC=CC1 (1-ethyl-3-(2-thienyl)-1H-pyrazole), C(C)N1N=CC=C1C=1SC=CC1 (1-ethyl-5-(2-thienyl)-1H-pyrazole). The yield is 1.0%. RXN SMILES: [S:1]1[CH:5]=[CH:4][CH:3]=[C:2]1[C:6]1[CH:10]=[CH:9][NH:8][N:7]=1.[H-].[Na+].[CH2:13](I)[CH3:14].O>CN(C)C=O.CC(OC)(C)C>[CH2:13]([N:8]1[CH:9]=[CH:10][C:6]([C:2]2[S:1][CH:5]=[CH:4][CH:3]=2)=[N:7]1)[CH3:14].[CH2:13]([N:7]1[C:6]([C:2]2[S:1][CH:5]=[CH:4][CH:3]=2)=[CH:10][CH:9]=[N:8]1)[CH3:14] |f:1.2|. Procedure: 3-(2-thienyl)-1H-pyrazole (31.6 mmol) was dissolved in 150 mL N,N-dimethylformamide and cooled to 0° C. under argon atmosphere. Sodium hydride (37.9 mmol, 60% dispersion in mineral oil) was added in portions at 0° C. The reaction mixture was allowed to warm to room temperature and was stirred at room temperature for 15 min. After cooling to 0° C. again, ethyl iodide (47.4 mmol) was added dropwise at 0° C. The reaction mixture was stirred at room temperature for 14 h. Water and MTBE were added to... Yields the product Oc1ccc2c(c1)C(Cc1ccc(Cl)c(Cl)c1)C(N1CCCC1)CC2. The reactants are BrB(Br)Br, CCOC(C)=O, COc1ccc2c(c1)C(Cc1ccc(Cl)c(Cl)c1)C(N1CCCC1)CC2, ClCCl, O. Reaction SMILES: [B:27]([Br:28])([Br:29])[Br:30].[CH3:35][CH2:36][O:37][C:38](=[O:39])[CH3:40].[Cl:1][c:2]1[cH:3][c:4]([CH2:5][CH:6]2[CH:7]([N:18]3[CH2:19][CH2:20][CH2:21][CH2:22]3)[CH2:8][CH2:9][c:10]3[cH:11][cH:12][c:13]([O:16][CH3:17])[cH:14][c:15]32)[cH:23][cH:24][c:25]1[Cl:26].[Cl:32][CH2:33][Cl:34].[OH2:31]>>[Cl:1][c:2]1[cH:3][c:4]([CH2:5][CH:6]2[CH:7]([N:18]3[CH2:19][CH2:20][CH2:21][CH2:22]3)[CH2:8][CH2:9][c:10]3[cH:11][cH:12][c:13]([OH:16])[cH:14][c:15]32)[cH:23][cH:24][c:25]1[Cl:26]. Reactants: CCOC(=O)c1cnc(N2CCOCC2)nc1-c1ccccc1F, CO, [Na+], [OH-]. Product: O=C(O)c1cnc(N2CCOCC2)nc1-c1ccccc1F. RXN SMILES: [CH2:1]([CH3:2])[O:3][C:4](=[O:5])[c:6]1[c:7](-[c:18]2[c:19]([F:24])[cH:20][cH:21][cH:22][cH:23]2)[n:8][c:9]([N:12]2[CH2:13][CH2:14][O:15][CH2:16][CH2:17]2)[n:10][cH:11]1.[CH3:27][OH:28].[Na+:26].[OH-:25]>>[O:3]=[C:4]([OH:5])[c:6]1[c:7](-[c:18]2[c:19]([F:24])[cH:20][cH:21][cH:22][cH:23]2)[n:8][c:9]([N:12]2[CH2:13][CH2:14][O:15][CH2:16][CH2:17]2)[n:10][cH:11]1. Reactants: C(C)(=O)OC1=CC=C(C=C1)S(=O)(=O)Cl (4-Acetoxybenzenesulfonyl chloride), C(C)OCC (diethyl ether), N1=CC=CC=C1 (pyridine), ON=C(C#N)C=1SC=CC1 (α-Hydroxyiminothien-2-ylacetonitrile). The reagents and catalysts are CN(C1=CC=NC=C1)C (4-dimethylaminopyridine). The solvent is O1CCCC1 (tetrahydrofuran), O1CCCC1 (tetrahydrofuran). Run at temperature 0 celsius, time 16 hour. Product: C(C)(=O)OC1=CC=C(C=C1)S(=O)(=O)ON=C(C#N)C=1SC=CC1 (α-(4-Acetoxybenzenesulfonyloxyimino)thien-2-ylacetonitrile). Isolated yield 53.5%. As a reaction SMILES: N1C=CC=CC=1.[OH:7][N:8]=[C:9]([C:12]1[S:13][CH:14]=[CH:15][CH:16]=1)[C:10]#[N:11].[C:17]([O:20][C:21]1[CH:26]=[CH:25][C:24]([S:27](Cl)(=[O:29])=[O:28])=[CH:23][CH:22]=1)(=[O:19])[CH3:18].C(OCC)C>CN(C)C1C=CN=CC=1.O1CCCC1>[C:17]([O:20][C:21]1[CH:22]=[CH:23][C:24]([S:27]([O:7][N:8]=[C:9]([C:12]2[S:13][CH:14]=[CH:15][CH:16]=2)[C:10]#[N:11])(=[O:29])=[O:28])=[CH:25][CH:26]=1)(=[O:19])[CH3:18]. Procedure details: 200 mg of 4-dimethylaminopyridine and 6.2 g (0.08 mole) of pyridine are added to a solution of 12 g (0.08 mole) of α-hydroxyiminothien-2-ylacetonitrile (3b) in 75 ml of tetrahydrofuran. With cooling to 0° C., a solution of 18.5 g (0.08 mole) of 4-acetoxybenzenesulfonyl chloride (3a) in 30 ml of tetrahydrofuran is added dropwise. The reaction mixture is stirred for 16 hours at room temperature, and 100 ml of diethyl ether are subsequently added. The precipitated salts are removed by filtration an... Reactants: OCCC[C@H]1CC=CC(C1C)=O ((5S)-5-(3-hydroxypropyl)-6-methyl-2-cyclohexene-1-one), Pd(C), [H][H] (hydrogen), [H][H] (hydrogen). Run in CCOC(=O)C (EtOAc). Yields the product OCCC[C@@H]1C(C(CCC1)=O)C ((3R)-3-(3-Hydroxypropyl)-2-methylcyclohexanone). Yield: 100.2%. Reaction SMILES: [OH:1][CH2:2][CH2:3][CH2:4][C@@H:5]1[CH:10]([CH3:11])[C:9](=[O:12])[CH:8]=[CH:7][CH2:6]1.[H][H]>CCOC(C)=O>[OH:1][CH2:2][CH2:3][CH2:4][C@H:5]1[CH2:6][CH2:7][CH2:8][C:9](=[O:12])[CH:10]1[CH3:11]. Reported procedure: A solution of 21.8 g (0.129 mole) of the crude (5S)-5-(3-hydroxypropyl)-6-methyl-2-cyclohexene-1-one in 200 ml of EtOAc was stirred with 1.0 g 10% Pd(C) under 1 atmosphere pressure of hydrogen until a total of 2600 ml of hydrogen was consumed. The reaction mixture was then filtered through a pad of celite which was washed further with EtOAc. The combined filtrates were concentrated to give 22.0 g of the crude ketone which was chromatographed on a silica gel column (4:1, hexane/EtOAc) to give 13....